describe an organic reaction: reactants, conditions, products, and yield From a dataset of the Open Reaction Database (ORD), a public repository of structured organic reaction records. The reactants are ClC1=CC=C(CS)C=C1 (4-chloro-benzylmercaptan), CC(C)([O-])C.[K+] (potassium tert.butoxide), ClCC=CCCOC(C)C (1-chloro-5-isopropoxy-2-pentene). Run in C(C)(C)(C)O (tert.butanol). Reaction conditions: time 1 hour. Product: C(C)(C)OCCC=CCSCC1=CC=C(C=C1)Cl (4-[(5-isopropoxy-2-pentenylthio)-methyl]-chlorobenzol). As a reaction SMILES: Cl[CH2:2][CH:3]=[CH:4][CH2:5][CH2:6][O:7][CH:8]([CH3:10])[CH3:9].[Cl:11][C:12]1[CH:19]=[CH:18][C:15]([CH2:16][SH:17])=[CH:14][CH:13]=1.CC(C)([O-])C.[K+]>C(O)(C)(C)C>[CH:8]([O:7][CH2:6][CH2:5][CH:4]=[CH:3][CH2:2][S:17][CH2:16][C:15]1[CH:18]=[CH:19][C:12]([Cl:11])=[CH:13][CH:14]=1)([CH3:10])[CH3:9] |f:2.3|. Procedure details: 8.1 g (0.05 mol) of 1-chloro-5-isopropoxy-2-pentene are added dropwise at 20°-25° during the course of 10 minutes and while stirring to a solution of 7.9 g (0.05 mol) of 4-chloro-benzylmercaptan and 5.6 g (0.05 mol) of potassium tert.butoxide in 150 cc of tert.butanol. The solution which is rendered turbid during the addition is stirred at 60° during the course of 1 hour and is then cooled and filtered. The solvent is distilled off at reduced pressure, the residue is dissolved in ether and the e... Reactants: C([O-])([O-])=O.[Na+].[Na+] (sodium carbonate), CC1=CC(=NN1CC(=O)N1CCC(CC1)C(N)=S)C(F)(F)F (1-[2-[5-methyl-3-(trifluoromethyl)-1H-pyrazol-1-yl]acetyl]-4-piperidinecarbothioamide), CC1=CC(=NN1CC(=O)N1CCC(CC1)C(N)=S)C(F)(F)F (1-[2-[5-methyl-3-(trifluoromethyl)-1H-pyrazol-1-yl]acetyl]-4-piperidinecarbothioamide), ClCC(=O)CCl (1,3-dichloroacetone). Solvent: O (water), O (water), C(C)(C)O (isopropyl alcohol). Yields the product C(=O)C=1N=C(SC1)C1CCN(CC1)C(CN1N=C(C=C1C)C(F)(F)F)=O (4-(4-formyl-2-thiazolyl)-1-[[5-methyl-3-(trifluoromethyl)-1H-pyrazol-1-yl]acetyl]piperidine). Reaction SMILES: [CH3:1][C:2]1[N:6]([CH2:7][C:8]([N:10]2[CH2:15][CH2:14][CH:13]([C:16](=[S:18])[NH2:17])[CH2:12][CH2:11]2)=[O:9])[N:5]=[C:4]([C:19]([F:22])([F:21])[F:20])[CH:3]=1.Cl[CH2:24][C:25]([CH2:27]Cl)=O.C(=O)([O-])[O-:30].[Na+].[Na+]>C(O)(C)C.O>[CH:24]([C:25]1[N:17]=[C:16]([CH:13]2[CH2:14][CH2:15][N:10]([C:8](=[O:9])[CH2:7][N:6]3[C:2]([CH3:1])=[CH:3][C:4]([C:19]([F:22])([F:20])[F:21])=[N:5]3)[CH2:11][CH2:12]2)[S:18][CH:27]=1)=[O:30] |f:2.3.4|. Procedure details: To a mixture of 1-[2-[5-methyl-3-(trifluoromethyl)-1H-pyrazol-1-yl]acetyl]-4-piperidinecarbothioamide (i.e. the product of Example 1, Step C) (20 g, 59.9 mmol) in isopropyl alcohol (90 mL) was added 1,3-dichloroacetone (8.99 g, 71.3 mmol) and the reaction mixture heated at 65 for 1.5 h. After cooling, a solution of sodium carbonate (7.39 g, 70.0 mmol) in water (92 mL) was added dropwise. After 2 h additional water (31 mL) was added and the resulting precipitate rinsed with water (62 mL). Drying ... Product: COC(C1=CC=C(C=C1)C1=C(C(=NC=C1)C)C#CC=1C=NC(=CC1)N)=O (4-[3-(6-Amino-pyridin-3-ylethynyl)-2-methyl-pyridin-4-yl]-benzoic acid methyl ester). Procedure: The title compound is synthesized according to general procedure GP3 starting from 1.5 g (6.2 mmol) 5-(4-chloro-2-methyl-pyridin-3-ylethynyl)-pyridin-2-ylamine using 2.2 g (12.3 mmol) 4-methoxycarbonylphenyl boronic acid, 281 mg (0.31 mmol) Pd2(dba)3, 440 mg (0.92 mmol) X-Phos and 1.7 g (7.4 mmol) K3PO4 in 25 mL dioxane. The reaction mixture is stirred over night at 100° C. After cooling to RT the reaction mixture is added dropwise into water, the precipitate is filtered off. The solid is taken ... Run at temperature 100 celsius. As a reaction SMILES: Cl[C:2]1[CH:7]=[CH:6][N:5]=[C:4]([CH3:8])[C:3]=1[C:9]#[C:10][C:11]1[CH:12]=[CH:13][C:14]([NH2:17])=[N:15][CH:16]=1.C[CH:19]([C:21]1[CH:26]=[C:25](C(C)C)[C:24](C2C=CC=CC=2P(C2CCCCC2)C2CCCCC2)=[C:23](C(C)C)[CH:22]=1)C.[O-]P([O-])([O-])=O.[K+].[K+].[K+].[OH2:60].[O:61]1CCOC[CH2:62]1>C1C=CC(/C=C/C(/C=C/C2C=CC=CC=2)=O)=CC=1.C1C=CC(/C=C/C(/C=C/C2C=CC=CC=2)=O)=CC=1.C1C=CC(/C=C/C(/C=C/C2C=CC=CC=2)=O)=CC=1.[Pd].[Pd]>[CH3:62][O:61][C:19](=[O:60])[C:21]1[CH:26]=[CH:25][C:24]([C:2]2[CH:7]=[CH:6][N:5]=[C:4]([CH3:8])[C:3]=2[C:9]#[C:10][C:11]2[CH:16]=[N:15][C:14]([NH2:17])=[CH:13][CH:12]=2)=[CH:23][CH:22]=1 |f:2.3.4.5,8.9.10.11.12|. Starting materials: ClC1=C(C(=NC=C1)C)C#CC=1C=CC(=NC1)N (5-(4-chloro-2-methyl-pyridin-3-ylethynyl)-pyridin-2-ylamine), O (water), O1CCOCC1 (dioxane), CC(C)C1=CC(=C(C(=C1)C(C)C)C2=C(C=CC=C2)P(C3CCCCC3)C4CCCCC4)C(C)C (X-Phos), [O-]P(=O)([O-])[O-].[K+].[K+].[K+] (K3PO4). Reagents/catalysts: C=1C=CC(=CC1)/C=C/C(=O)/C=C/C2=CC=CC=C2.C=1C=CC(=CC1)/C=C/C(=O)/C=C/C2=CC=CC=C2.C=1C=CC(=CC1)/C=C/C(=O)/C=C/C2=CC=CC=C2.[Pd].[Pd] (Pd2(dba)3).